Task: describe an organic reaction: reactants, conditions, products, and yield. Dataset: the Open Reaction Database (ORD), a public repository of structured organic reaction records Reaction SMILES: [Cl:1][C:2]1[CH:3]=[C:4]([C:10]2[CH:14]=[CH:13][N:12]([CH2:15][C@@H:16]([NH:18][C:19]([C:21]3[N:22]=[C:23]([CH3:26])[NH:24][CH:25]=3)=[O:20])[CH3:17])[N:11]=2)[CH:5]=[CH:6][C:7]=1[C:8]#[N:9].I[CH:28]([CH3:30])[CH3:29]>>[Cl:1][C:2]1[CH:3]=[C:4]([C:10]2[CH:14]=[CH:13][N:12]([CH2:15][C@@H:16]([NH:18][C:19]([C:21]3[N:22]=[C:23]([CH3:26])[N:24]([CH:28]([CH3:30])[CH3:29])[CH:25]=3)=[O:20])[CH3:17])[N:11]=2)[CH:5]=[CH:6][C:7]=1[C:8]#[N:9]. Procedure details: (S)—N-{1-[3-(3-Chloro-4-cyanophenyl)-1H-pyrazol-1-yl]propan-2-yl}-1-isopropyl-2-methyl-1H-imidazole-4-carboxamide was prepared using the method of Example 253 starting from (S)—N-{1-[3-(3-chloro-4-cyanophenyl)-1H-pyrazol-1-yl]propan-2-yl}-2-methyl-1H-imidazole-4-carboxamide and 2-iodopropane. 1H NMR (400 MHz, CDCl3): 1.22 (3H, d), 1.43 (6H, d), 2.42 (3H, s), 4.29 (2H, m), 4.39 (1H, distorted dd), 4.57 (1H, m), 6.61 (1H, d), 7.49 (1H, d), 7.56 (1H, s), 7.59 (1H, d), 7.66 (1H, d), 7.86 (1H, dd), 8... The reactants are ClC=1C=C(C=CC1C#N)C1=NN(C=C1)C[C@H](C)NC(=O)C=1N=C(NC1)C ((S)—N-{1-[3-(3-chloro-4-cyanophenyl)-1H-pyrazol-1-yl]propan-2-yl}-2-methyl-1H-imidazole-4-carboxamide), IC(C)C (2-iodopropane). The product is ClC=1C=C(C=CC1C#N)C1=NN(C=C1)C[C@H](C)NC(=O)C=1N=C(N(C1)C(C)C)C ((S)—N-{1-[3-(3-Chloro-4-cyanophenyl)-1H-pyrazol-1-yl]propan-2-yl}-1-isopropyl-2-methyl-1H-imidazole-4-carboxamide). The reactants are ClC1=CC(=C(C=C1F)C1=CN=C(O1)C)OC (5-(4-chloro-5-fluoro-2-methoxyphenyl)-2-methyl-1,3-oxazole), C1(CCCCC1)P(C1=C(C=CC=C1)C1=C(C=CC=C1)N(C)C)C1CCCCC1 (2-dicyclohexylphosphino-2′-(N,N-dimethylamino)biphenyl). The reagents and catalysts are [C-]#N.[Zn+2].[C-]#N (zinc(II) cyanide), C=1C=CC(=CC1)/C=C/C(=O)/C=C/C2=CC=CC=C2.C=1C=CC(=CC1)/C=C/C(=O)/C=C/C2=CC=CC=C2.C=1C=CC(=CC1)/C=C/C(=O)/C=C/C2=CC=CC=C2.[Pd].[Pd] (tris(dibenzylideneacetone)dipalladium(0)). Solvent: CN(C)C=O (DMF), O (water). Run at temperature 130 celsius, time 8 hour. Yields the product FC1=C(C#N)C=C(C(=C1)C1=CN=C(O1)C)OC (2-fluoro-5-methoxy-4-(2-methyl-1,3-oxazol-5-yl)benzonitrile). Isolated yield 839.9%. RXN SMILES: Cl[C:2]1[C:7]([F:8])=[CH:6][C:5]([C:9]2[O:13][C:12]([CH3:14])=[N:11][CH:10]=2)=[C:4]([O:15][CH3:16])[CH:3]=1.C1(P(C2CCCCC2)C2C=CC=CC=2C2C=CC=C[C:31]=2[N:36](C)C)CCCCC1>CN(C=O)C.O.[C-]#N.[Zn+2].[C-]#N.C1C=CC(/C=C/C(/C=C/C2C=CC=CC=2)=O)=CC=1.C1C=CC(/C=C/C(/C=C/C2C=CC=CC=2)=O)=CC=1.C1C=CC(/C=C/C(/C=C/C2C=CC=CC=2)=O)=CC=1.[Pd].[Pd]>[F:8][C:7]1[CH:6]=[C:5]([C:9]2[O:13][C:12]([CH3:14])=[N:11][CH:10]=2)[C:4]([O:15][CH3:16])=[CH:3][C:2]=1[C:31]#[N:36] |f:4.5.6,7.8.9.10.11|. Procedure: To a mixture of 5-(4-chloro-5-fluoro-2-methoxyphenyl)-2-methyl-1,3-oxazole (1.12 g) and zinc(II) cyanide (0.327 g) in DMF (10 mL) were added tris(dibenzylideneacetone)dipalladium(0) (212 mg) and 2-dicyclohexylphosphino-2′-(N,N-dimethylamino)biphenyl (182 mg) at room temperature, and the mixture was stirred overnight under a nitrogen atmosphere at 130° C. The reaction mixture was diluted with water, and the mixture was extracted with ethyl acetate. The extract was washed with water and saturated ... The reactants are [Al+3], Cc1cc(C)c2c(c1)OC(=O)CC2(C)C, [H-], [H-], [H-], [H-], [Li+], C1CCOC1. The product is Cc1cc(C)c(C(C)(C)CCO)c(O)c1. RXN SMILES: [Al+3:17].[CH3:1][C:2]1([CH3:15])[CH2:3][C:4](=[O:14])[O:5][c:6]2[cH:7][c:8]([CH3:13])[cH:9][c:10]([CH3:12])[c:11]21.[H-:16].[H-:19].[H-:20].[H-:21].[Li+:18].[O:22]1[CH2:23][CH2:24][CH2:25][CH2:26]1>>[CH3:1][C:2]([CH2:3][CH2:4][OH:14])([c:11]1[c:6]([OH:5])[cH:7][c:8]([CH3:13])[cH:9][c:10]1[CH3:12])[CH3:15]. The reactants are ClC1=C(C(=CC=C1)[N+](=O)[O-])C (2-chloro-6-nitrotoluene), C=O (paraformaldehyde). Solvent: CS(=O)C (DMSO), CO (MeOH). Conditions: temperature 90 celsius, time 2 hour. Product: ClC1=C(C(=CC=C1)[N+](=O)[O-])CCO (2-(2-chloro-6-nitrophenyl)ethanol). The yield is 66.2%. As a reaction SMILES: [Cl:1][C:2]1[CH:7]=[CH:6][CH:5]=[C:4]([N+:8]([O-:10])=[O:9])[C:3]=1[CH3:11].[CH2:12]=[O:13]>CO.CS(C)=O>[Cl:1][C:2]1[CH:7]=[CH:6][CH:5]=[C:4]([N+:8]([O-:10])=[O:9])[C:3]=1[CH2:11][CH2:12][OH:13]. Reported procedure: Triton B (2 ml, 35% in MeOH) was added to a mixture composed of 2-chloro-6-nitrotoluene (25 g, 146 mmol) and paraformaldehyde (1.9 g, 60 mmol) in DMSO (20 ml, synthesis quality, additionally dried for 2 d over molecular sieve 4 Å) and was stirred at 90° C. After 2 h, the reaction mixture was neutralized with a few drops of conc. HCl, diluted with H2O (50 ml) and extracted with EtOAc (4×150 ml). The combined organic phases were dried over MgSO4, filtered and concentrated under reduced pressure. T... Reactants: CCOC(=O)C(C)(Cc1ccc(OCCC2CNC(=O)N2C)cc1)Oc1ccccc1, CCCC[N+](CCCC)(CCCC)CCCC, COc1cccc(CBr)c1, [H-], [I-], [Na+], CN(C)C=O. Product: CCOC(=O)C(C)(Cc1ccc(OCCC2CN(Cc3cccc(OC)c3)C(=O)N2C)cc1)Oc1ccccc1. RXN SMILES: [CH2:1]([CH3:2])[O:3][C:4]([C:5]([CH2:6][c:7]1[cH:8][cH:9][c:10]([O:13][CH2:14][CH2:15][CH:16]2[N:17]([CH3:22])[C:18](=[O:21])[NH:19][CH2:20]2)[cH:11][cH:12]1)([O:23][c:24]1[cH:25][cH:26][cH:27][cH:28][cH:29]1)[CH3:30])=[O:31].[CH2:50]([N+:51]([CH2:52][CH2:53][CH2:54][CH3:55])([CH2:56][CH2:57][CH2:58][CH3:59])[CH2:60][CH2:61][CH2:62][CH3:63])[CH2:64][CH2:65][CH3:66].[CH3:34][O:35][c:36]1[cH:37][c:38]([CH2:39][Br:40])[cH:41][cH:42][cH:43]1.[H-:33].[I-:49].[Na+:32].[O:44]=[CH:45][N:46]([CH3:47])[CH3:48]>>[CH2:1]([CH3:2])[O:3][C:4]([C:5]([CH2:6][c:7]1[cH:8][cH:9][c:10]([O:13][CH2:14][CH2:15][CH:16]2[N:17]([CH3:22])[C:18](=[O:21])[N:19]([CH2:39][c:38]3[cH:37][c:36]([O:35][CH3:34])[cH:43][cH:42][cH:41]3)[CH2:20]2)[cH:11][cH:12]1)([O:23][c:24]1[cH:25][cH:26][cH:27][cH:28][cH:29]1)[CH3:30])=[O:31]. Starting materials: FC1=CC=C(C=C1)C1(CCN(CC1)C(=O)OC(C)(C)C)COC(C)C=1C=C(C=C2C=CN(C12)C)C(F)(F)F (tert-butyl 4-(4-fluorophenyl)-4-((1-(1-methyl-5-(trifluoromethyl)-1H-indol-7-yl)ethoxy)methyl)piperidine-1-carboxylate), FC1=CC=C(C=C1)C1(CCN(CC1)C(=O)OC(C)(C)C)COC(C)C=1C=C(C=C2C=CN(C12)C)C(F)(F)F (tert-butyl 4-(4-fluorophenyl)-4-((1-(1-methyl-5-(trifluoromethyl)-1H-indol-7-yl)ethoxy)methyl)piperidine-1-carboxylate), FC1=CC=C(C=C1)C1(CCN(CC1)C(=O)OC(C)(C)C)COC(C)C=1C=C(C=C2C=CN(C12)C)C(F)(F)F (tert-butyl 4-(4-fluorophenyl)-4-((1-(1-methyl-5-(trifluoromethyl)-1H-indol-7-yl)ethoxy)methyl)piperidine-1-carboxylate), FC1=CC=C(C=C1)C1(CCN(CC1)C(=O)OC(C)(C)C)COC(C)C=1C=C(C=C2C=CN(C12)C)C(F)(F)F ((±)-tert-butyl 4-(4-fluorophenyl)-4-((1-(1-methyl-5-(trifluoromethyl)-1H-indol-7-yl)ethoxy)methyl)piperidine-1-carboxylate), C(=O)=O (CO2). Product: FC1=CC=C(C=C1)C1(CCN(CC1)C(=O)OC(C)(C)C)COC(C)C=1C=C(C=C2C=CNC12)C(F)(F)F ((±)-tert-Butyl 4-(4-fluorophenyl)-4-((1-(5-(trifluoromethyl)-1H-indol-7-yl)ethoxy)methyl)piperidine-1-carboxylate). Reaction SMILES: [F:1][C:2]1[CH:7]=[CH:6][C:5]([C:8]2([CH2:21][O:22][CH:23]([C:25]3[CH:26]=[C:27]([C:35]([F:38])([F:37])[F:36])[CH:28]=[C:29]4[C:33]=3[N:32](C)[CH:31]=[CH:30]4)[CH3:24])[CH2:13][CH2:12][N:11]([C:14]([O:16][C:17]([CH3:20])([CH3:19])[CH3:18])=[O:15])[CH2:10][CH2:9]2)=[CH:4][CH:3]=1.C(=O)=O>>[F:1][C:2]1[CH:7]=[CH:6][C:5]([C:8]2([CH2:21][O:22][CH:23]([C:25]3[CH:26]=[C:27]([C:35]([F:37])([F:36])[F:38])[CH:28]=[C:29]4[C:33]=3[NH:32][CH:31]=[CH:30]4)[CH3:24])[CH2:9][CH2:10][N:11]([C:14]([O:16][C:17]([CH3:19])([CH3:18])[CH3:20])=[O:15])[CH2:12][CH2:13]2)=[CH:4][CH:3]=1. Procedure details: Enantiomers A and B of tert-butyl 4-(4-fluorophenyl)-4-((1-(1-methyl-5-(trifluoromethyl)-1H-indol-7-yl)ethoxy)methyl)piperidine-1-carboxylate. (±)-tert-butyl 4-(4-fluorophenyl)-4-((1-(1-methyl-5-(trifluoromethyl)-1H-indol-7-yl)ethoxy)methyl)piperidine-1-carboxylate (derived from tert-Butyl 4-(4-fluorophenyl)-4-((1-(5-(trifluoromethyl)-1H-indol-7-yl)ethoxy)methyl)piperidine-1-carboxylate by methylation) was subjected to chiral HPLC on a chiralcel OD-H column with a mobile phase of 95% CO2/5% etha... Starting materials: BrC1=C(C#N)C=C(C=C1)Cl (2-bromo-5-chlorobenzonitrile), N1C(NCC1)=O (imidazolidin-2-one). Product: Cl.NCC1=C(C=CC(=C1)Cl)N1C(NCC1)=O (1-[2-(aminomethyl)-4-chlorophenyl]imidazolidin-2-one hydrochloride). RXN SMILES: Br[C:2]1[CH:9]=[CH:8][C:7]([Cl:10])=[CH:6][C:3]=1[C:4]#[N:5].[NH:11]1[CH2:15][CH2:14][NH:13][C:12]1=[O:16]>>[ClH:10].[NH2:5][CH2:4][C:3]1[CH:6]=[C:7]([Cl:10])[CH:8]=[CH:9][C:2]=1[N:11]1[CH2:15][CH2:14][NH:13][C:12]1=[O:16] |f:2.3|. Reported procedure: (Step 1) Using 2-bromo-5-chlorobenzonitrile and imidazolidin-2-one, and in the same manner as in the Example 35, Steps 1 to 3, 1-[2-(aminomethyl)-4-chlorophenyl]imidazolidin-2-one hydrochloride was obtained. Reactants: O (water), COC1=CC2=C(N(C=N2)CC2=CC3=C(N=C(O3)S(=O)C)C=C2)C=C1 (6-((5-methoxy-1H-benzo[d]imidazol-1-yl)methyl)-2-(methylsulfinyl)benzo[d]oxazole), N[C@H]1[C@@H](CCCC1)O ((1R,2R)-2-aminocyclohexanol), CCN(C(C)C)C(C)C (DIEA). Run in CC(=O)N(C)C (DMA). Run at temperature 120 celsius, time 1.5 hour. Product: COC1=CC2=C(N(C=N2)CC2=CC3=C(N=C(O3)N[C@H]3[C@@H](CCCC3)O)C=C2)C=C1 ((1R,2R)-2-((6-((5-methoxy-1H-benzo[d]imidazol-1-yl)methyl)benzo[d]oxazol-2-yl)amino)cyclohexanol). Yield: 29.9%. RXN SMILES: [CH3:1][O:2][C:3]1[CH:24]=[CH:23][C:6]2[N:7]([CH2:10][C:11]3[CH:22]=[CH:21][C:14]4[N:15]=[C:16](S(C)=O)[O:17][C:13]=4[CH:12]=3)[CH:8]=[N:9][C:5]=2[CH:4]=1.[NH2:25][C@@H:26]1[CH2:31][CH2:30][CH2:29][CH2:28][C@H:27]1[OH:32].CCN(C(C)C)C(C)C.O>CC(N(C)C)=O>[CH3:1][O:2][C:3]1[CH:24]=[CH:23][C:6]2[N:7]([CH2:10][C:11]3[CH:22]=[CH:21][C:14]4[N:15]=[C:16]([NH:25][C@@H:26]5[CH2:31][CH2:30][CH2:29][CH2:28][C@H:27]5[OH:32])[O:17][C:13]=4[CH:12]=3)[CH:8]=[N:9][C:5]=2[CH:4]=1. Procedure details: A mixture of 6-((5-methoxy-1H-benzo[d]imidazol-1-yl)methyl)-2-(methylsulfinyl)benzo[d]oxazole (450 mg, 1.32 mmol), (1R,2R)-2-aminocyclohexanol (228 mg, 1.98 mmol) and DIEA (341 mg, 2.64 mmol) in DMA (10 mL) was stirred at 120° C. for 1.5 h. The reaction mixture was cooled to rt and poured into water (30 mL) and the resulting mixture was extracted with ethyl acetate (30 mL×3). The combined organic layers were washed with water and brine, dried over Na2SO4, filtered and concentrated under reduced ... Starting materials: C(C)(C)(C)OC(=O)N1CCC(CC1)=CC1=CC(=CC=C1)C (4-(3-methyl-benzylidene)-piperidine-1-carboxylic acid tert-butyl ester). Solvent: C(Cl)Cl (CH2Cl2). Conditions: temperature 20 celsius, time 2 hour. Product: CC=1C=C(C=C2CCNCC2)C=CC1 (4-(3-Methyl-benzylidene)-piperidine). Reaction SMILES: C(OC([N:8]1[CH2:13][CH2:12][C:11](=[CH:14][C:15]2[CH:20]=[CH:19][CH:18]=[C:17]([CH3:21])[CH:16]=2)[CH2:10][CH2:9]1)=O)(C)(C)C>C(Cl)Cl>[CH3:21][C:17]1[CH:16]=[C:15]([CH:20]=[CH:19][CH:18]=1)[CH:14]=[C:11]1[CH2:12][CH2:13][NH:8][CH2:9][CH2:10]1. Procedure: To a solution of 4-(3-methyl-benzylidene)-piperidine-1-carboxylic acid tert-butyl ester (287.4 mg, 1 mmol) in CH2Cl2 (1 mL) TFA (1 mL) is added. The solution is stirred for 2 h at 20° C. The solvent is evaporated, the residue dissolved CH2Cl2 (75 mL) and washed with 1 M aqueous NaOH (2×20 mL). The organic layer is dried (Na2SO4), filtered and concentrated to provide the title compound. Reactants: Cc1ccc([N+](=O)[O-])c(Oc2cc(Cl)cc(Br)c2)c1F, C1CCOC1, O. The product is Cc1ccc(N)c(Oc2cc(Cl)cc(Br)c2)c1F. As a reaction SMILES: [Br:1][c:2]1[cH:3][c:4]([O:9][c:10]2[c:11]([N+:18]([O-:19])=[O:20])[cH:12][cH:13][c:14]([CH3:17])[c:15]2[F:16])[cH:5][c:6]([Cl:8])[cH:7]1.[CH2:22]1[O:23][CH2:24][CH2:25][CH2:26]1.[OH2:21]>>[Br:1][c:2]1[cH:3][c:4]([O:9][c:10]2[c:11]([NH2:18])[cH:12][cH:13][c:14]([CH3:17])[c:15]2[F:16])[cH:5][c:6]([Cl:8])[cH:7]1.